From a dataset of the Open Reaction Database (ORD), a public repository of structured organic reaction records. describe an organic reaction: reactants, conditions, products, and yield Reactants: COC(COCCCCCCCCCCCCC1CCCCC1)CS(=O)(=O)CCCOS(C)(=O)=O, CN(C)C, Cc1ccccc1. The product is COC(COCCCCCCCCCCCCC1CCCCC1)CS(=O)(=O)CCC[N+](C)(C)C, CS(=O)(=O)O. As a reaction SMILES: [CH3:1][O:2][CH:3]([CH2:4][S:5](=[O:6])(=[O:7])[CH2:8][CH2:9][CH2:10][O:11][S:12](=[O:13])(=[O:14])[CH3:15])[CH2:16][O:17][CH2:18][CH2:19][CH2:20][CH2:21][CH2:22][CH2:23][CH2:24][CH2:25][CH2:26][CH2:27][CH2:28][CH2:29][CH:30]1[CH2:31][CH2:32][CH2:33][CH2:34][CH2:35]1.[CH3:36][N:37]([CH3:38])[CH3:39].[CH3:40][c:41]1[cH:42][cH:43][cH:44][cH:45][cH:46]1>>[CH3:1][O:2][CH:3]([CH2:4][S:5](=[O:6])(=[O:7])[CH2:8][CH2:9][CH2:10][N+:37]([CH3:36])([CH3:38])[CH3:39])[CH2:16][O:17][CH2:18][CH2:19][CH2:20][CH2:21][CH2:22][CH2:23][CH2:24][CH2:25][CH2:26][CH2:27][CH2:28][CH2:29][CH:30]1[CH2:31][CH2:32][CH2:33][CH2:34][CH2:35]1.[O:11]=[S:12](=[O:13])([OH:14])[CH3:15]. Reaction SMILES: [CH3:34][N:35]([CH3:36])[c:37]1[cH:38][cH:39][n:40][cH:41][cH:42]1.[Cl:1][c:2]1[cH:3][cH:4][c:5]([C:7](=[O:8])[Cl:9])[s:6]1.[Cl:31][CH2:32][Cl:33].[NH2:10][c:11]1[c:12]2[c:16]([cH:17][cH:18][cH:19]1)[C:15](=[O:20])[N:14]([CH2:21][c:22]1[cH:23][c:24]([CH2:28][SiH3:29])[cH:25][cH:26][cH:27]1)[CH2:13]2.[O:43]1[CH2:44][CH2:45][CH2:46][CH2:47]1.[OH2:30].[cH:48]1[cH:49][cH:50][n:51][cH:52][cH:53]1>>[Cl:1][c:2]1[cH:3][cH:4][c:5]([C:7](=[O:8])[NH:10][c:11]2[c:12]3[c:16]([cH:17][cH:18][cH:19]2)[C:15](=[O:20])[N:14]([CH2:21][c:22]2[cH:23][c:24]([CH2:28][SiH3:29])[cH:25][cH:26][cH:27]2)[CH2:13]3)[s:6]1. The product is O=C(Nc1cccc2c1CN(Cc1cccc(C[SiH3])c1)C2=O)c1ccc(Cl)s1. The reactants are CN(C)c1ccncc1, O=C(Cl)c1ccc(Cl)s1, ClCCl, Nc1cccc2c1CN(Cc1cccc(C[SiH3])c1)C2=O, C1CCOC1, O, c1ccncc1. Reactants: O=C(O)c1ccc([N+](=O)[O-])cc1Br, O=C([O-])[O-], Cc1cc(C)cc(B(O)O)c1, Cl, [Cs+], [Cs+], CN(C)C=O, c1ccc(P(c2ccccc2)(c2ccccc2)[Pd](P(c2ccccc2)(c2ccccc2)c2ccccc2)(P(c2ccccc2)(c2ccccc2)c2ccccc2)P(c2ccccc2)(c2ccccc2)c2ccccc2)cc1. Product: Cc1cc(C)cc(-c2cc([N+](=O)[O-])ccc2C(=O)O)c1. RXN SMILES: [Br:1][c:2]1[c:3]([C:4](=[O:5])[OH:6])[cH:7][cH:8][c:9]([N+:11](=[O:12])[O-:13])[cH:10]1.[C:25](=[O:26])([O-:27])[O-:28].[CH3:14][c:15]1[cH:16][c:17]([B:22]([OH:23])[OH:24])[cH:18][c:19]([CH3:21])[cH:20]1.[ClH:31].[Cs+:29].[Cs+:30].[O:32]=[CH:33][N:34]([CH3:35])[CH3:36].[cH:37]1[cH:38][cH:39][c:40]([P:41]([Pd:42]([P:43]([c:44]2[cH:45][cH:46][cH:47][cH:48][cH:49]2)([c:50]2[cH:51][cH:52][cH:53][cH:54][cH:55]2)[c:56]2[cH:57][cH:58][cH:59][cH:60][cH:61]2)([P:62]([c:63]2[cH:64][cH:65][cH:66][cH:67][cH:68]2)([c:69]2[cH:70][cH:71][cH:72][cH:73][cH:74]2)[c:75]2[cH:76][cH:77][cH:78][cH:79][cH:80]2)[P:81]([c:82]2[cH:83][cH:84][cH:85][cH:86][cH:87]2)([c:88]2[cH:89][cH:90][cH:91][cH:92][cH:93]2)[c:94]2[cH:95][cH:96][cH:97][cH:98][cH:99]2)([c:100]2[cH:101][cH:102][cH:103][cH:104][cH:105]2)[c:106]2[cH:107][cH:108][cH:109][cH:110][cH:111]2)[cH:112][cH:113]1>>[c:2]1(-[c:17]2[cH:16][c:15]([CH3:14])[cH:20][c:19]([CH3:21])[cH:18]2)[c:3]([C:4](=[O:5])[OH:6])[cH:7][cH:8][c:9]([N+:11](=[O:12])[O-:13])[cH:10]1. Starting materials: C([O-])([O-])=O.[K+].[K+] (potassium carbonate), C(C(=O)O)(=O)O.C(CCCCCC)SC(CCCN1C=NC=C1)C1=CC=C(C=C1)Cl (1-[4-Heptylthio-4-(4-chlorophenyl)butyl]imidazole oxalate). Solvent: ClCCl (dichloromethane). The product is C(CCCCCC)SC(CCCN1C=NC=C1)C1=CC=C(C=C1)Cl (1-[4-heptylthio-4-(4-chlorophenyl)butyl]imidazole). RXN SMILES: C(O)(=O)C(O)=O.[CH2:7]([S:14][CH:15]([C:24]1[CH:29]=[CH:28][C:27]([Cl:30])=[CH:26][CH:25]=1)[CH2:16][CH2:17][CH2:18][N:19]1[CH:23]=[CH:22][N:21]=[CH:20]1)[CH2:8][CH2:9][CH2:10][CH2:11][CH2:12][CH3:13].C(=O)([O-])[O-].[K+].[K+]>ClCCl>[CH2:7]([S:14][CH:15]([C:24]1[CH:29]=[CH:28][C:27]([Cl:30])=[CH:26][CH:25]=1)[CH2:16][CH2:17][CH2:18][N:19]1[CH:23]=[CH:22][N:21]=[CH:20]1)[CH2:8][CH2:9][CH2:10][CH2:11][CH2:12][CH3:13] |f:0.1,2.3.4|. Procedure: 1-[4-Heptylthio-4-(4-chlorophenyl)butyl]imidazole oxalate (2.0 g.) in 100 ml. of dichloromethane was shaken with excess dilute potassium carbonate solution until the salt was completely dissolved. The organic layer was then separated, washed twice with water, dried over magnesium sulfate and evaporated to yield 1-[4-heptylthio-4-(4-chlorophenyl)butyl]imidazole as an oil. Starting materials: CO, O=C(N1CCOC2(CCN(Cc3cccc(CCO)c3)CC2)C1)C(F)(F)F, N. Yields the product OCCc1cccc(CN2CCC3(CC2)CNCCO3)c1. Reaction SMILES: [CH3:29][OH:30].[F:2][C:3]([F:4])([F:5])[C:27]([N:6]1[CH2:7][CH2:8][O:9][C:10]2([CH2:11]1)[CH2:12][CH2:13][N:14]([CH2:17][c:18]1[cH:19][c:20]([CH2:24][CH2:25][OH:26])[cH:21][cH:22][cH:23]1)[CH2:15][CH2:16]2)=[O:28].[NH3:1]>>[NH:6]1[CH2:7][CH2:8][O:9][C:10]2([CH2:11]1)[CH2:12][CH2:13][N:14]([CH2:17][c:18]1[cH:19][c:20]([CH2:24][CH2:25][OH:26])[cH:21][cH:22][cH:23]1)[CH2:15][CH2:16]2. Run at time 2 hour. As a reaction SMILES: [SH:1][CH2:2][CH:3]([CH3:7])[C:4]([OH:6])=[O:5].[O:8]1[CH:13]=[CH:12][CH2:11][CH2:10][CH2:9]1.B(F)(F)F.CCOCC.C(=O)([O-])[O-].[K+].[K+]>C1C=CC=CC=1>[O:8]1[CH2:13][CH2:12][CH2:11][CH2:10][CH:9]1[S:1][CH2:2][CH:3]([CH3:7])[C:4]([OH:6])=[O:5] |f:2.3,4.5.6|. Yields the product O1C(CCCC1)SCC(C(=O)O)C (3-(tetrahydropyran-2-ylthio)-2-methylpropanoic acid). Run in C1=CC=CC=C1 (benzene). Reactants: C([O-])([O-])=O.[K+].[K+] (potassium carbonate), SCC(C(=O)O)C (3-mercapto-2-methylpropanoic acid), O1CCCC=C1 (2,3-dihydro-4H-pyrane), B(F)(F)F.CCOCC (boron trifluoride etherate). Reported procedure: To a solution of 3-mercapto-2-methylpropanoic acid (2.4 g.) and freshly distilled 2,3-dihydro-4H-pyrane (1.9 g.) in benzene (60 ml.), boron trifluoride etherate (2.8 g.) is added. After two hours, potassium carbonate (4 g.) is added, the mixture is stirred and filtered. The filtrate is concentrated to dryness to yield 3-(tetrahydropyran-2-ylthio)-2-methylpropanoic acid. Starting materials: [Li+], COC(=O)c1ccc(N2CCN(Cc3cnc4c(c3)NC(=O)C3CCCCN43)CC2)cc1, C1COCCO1, [OH-]. Yields the product O=C(O)c1ccc(N2CCN(Cc3cnc4c(c3)NC(=O)C3CCCCN43)CC2)cc1. Reaction SMILES: [Li+:34].[O:1]=[C:2]1[CH:3]2[N:4]([c:5]3[c:6]([cH:8][c:9]([CH2:12][N:13]4[CH2:14][CH2:15][N:16]([c:19]5[cH:20][cH:21][c:22]([C:23](=[O:24])[O:25][CH3:26])[cH:27][cH:28]5)[CH2:17][CH2:18]4)[cH:10][n:11]3)[NH:7]1)[CH2:29][CH2:30][CH2:31][CH2:32]2.[O:35]1[CH2:36][CH2:37][O:38][CH2:39][CH2:40]1.[OH-:33]>>[O:1]=[C:2]1[CH:3]2[N:4]([c:5]3[c:6]([cH:8][c:9]([CH2:12][N:13]4[CH2:14][CH2:15][N:16]([c:19]5[cH:20][cH:21][c:22]([C:23](=[O:24])[OH:25])[cH:27][cH:28]5)[CH2:17][CH2:18]4)[cH:10][n:11]3)[NH:7]1)[CH2:29][CH2:30][CH2:31][CH2:32]2. The reactants are CC(C)(C)OC(=O)NCC(=O)NCc1ccc(NC(=C2C(=O)Nc3ccc([N+](=O)[O-])cc32)c2ccccc2)cc1, CCOC(C)=O, Cl. The product is Cl, NCC(=O)NCc1ccc(NC(=C2C(=O)Nc3ccc([N+](=O)[O-])cc32)c2ccccc2)cc1. RXN SMILES: [C:1]([O:2][C:3](=[O:4])[NH:8][CH2:9][C:10](=[O:11])[NH:12][CH2:13][c:14]1[cH:15][cH:16][c:17]([NH:20][C:21]([c:22]2[cH:23][cH:24][cH:25][cH:26][cH:27]2)=[C:28]2[C:29](=[O:40])[NH:30][c:31]3[cH:32][cH:33][c:34]([N+:37](=[O:38])[O-:39])[cH:35][c:36]32)[cH:18][cH:19]1)([CH3:5])([CH3:6])[CH3:7].[C:42]([O:43][CH2:44][CH3:45])(=[O:46])[CH3:47].[ClH:41]>>[ClH:41].[NH2:8][CH2:9][C:10](=[O:11])[NH:12][CH2:13][c:14]1[cH:15][cH:16][c:17]([NH:20][C:21]([c:22]2[cH:23][cH:24][cH:25][cH:26][cH:27]2)=[C:28]2[C:29](=[O:40])[NH:30][c:31]3[cH:32][cH:33][c:34]([N+:37](=[O:38])[O-:39])[cH:35][c:36]32)[cH:18][cH:19]1. Reactants: imine, C(C1=CC=CC=C1)=O (benzaldehyde), NCP(OC(C)C)(OC(C)C)=O (diisopropyl aminomethylphosphonate). The product is C(C1=CC=CC=C1)=NCP(OC(C)C)(OC(C)C)=O (Diisopropyl N-benzylidene-aminomethylphosphonate). RXN SMILES: [CH:1](=O)[C:2]1[CH:7]=[CH:6][CH:5]=[CH:4][CH:3]=1.[NH2:9][CH2:10][P:11](=[O:20])([O:16][CH:17]([CH3:19])[CH3:18])[O:12][CH:13]([CH3:15])[CH3:14]>>[CH:1](=[N:9][CH2:10][P:11](=[O:20])([O:12][CH:13]([CH3:15])[CH3:14])[O:16][CH:17]([CH3:19])[CH3:18])[C:2]1[CH:7]=[CH:6][CH:5]=[CH:4][CH:3]=1. Procedure details: The desired imine is obtained in a quantitative yield by reacting 10.6 g. (0.1 mol) benzaldehyde with 19.5 g. (0.1 mol) diisopropyl aminomethylphosphonate under the conditions described in Example 1.